From a dataset of the Open Reaction Database (ORD), a public repository of structured organic reaction records. describe an organic reaction: reactants, conditions, products, and yield The reactants are CO, COC(=O)c1ccc(C#CC#Cc2ccc(Cl)nc2)cc1, [Na+], [OH-]. The product is O=C(O)c1ccc(C#CC#Cc2ccc(Cl)nc2)cc1. RXN SMILES: [CH3:24][OH:25].[CH3:3][O:4][C:5]([c:6]1[cH:7][cH:8][c:9]([C:12]#[C:13][C:14]#[C:15][c:16]2[cH:17][n:18][c:19]([Cl:22])[cH:20][cH:21]2)[cH:10][cH:11]1)=[O:23].[Na+:2].[OH-:1]>>[O:4]=[C:5]([c:6]1[cH:7][cH:8][c:9]([C:12]#[C:13][C:14]#[C:15][c:16]2[cH:17][n:18][c:19]([Cl:22])[cH:20][cH:21]2)[cH:10][cH:11]1)[OH:23]. The reactants are CC(C)=CCCC(C)=CCCC(C)=CCO, BrP(Br)Br. Product: CC(C)=CCCC(C)=CCCC(C)=CCBr. As a reaction SMILES: [OH:1][CH2:2][CH:3]=[C:4]([CH3:5])[CH2:6][CH2:7][CH:8]=[C:9]([CH3:10])[CH2:11][CH2:12][CH:13]=[C:14]([CH3:15])[CH3:16].[P:17]([Br:18])([Br:19])[Br:20]>>[CH2:2]([CH:3]=[C:4]([CH3:5])[CH2:6][CH2:7][CH:8]=[C:9]([CH3:10])[CH2:11][CH2:12][CH:13]=[C:14]([CH3:15])[CH3:16])[Br:18]. Starting materials: NC=1C(=CC(=NC1C#N)C1=CC(=C(OCCC2CCN(CC2)C(=O)OC(C)(C)C)C=C1)C(F)(F)F)NC (tert-butyl 4-(2-(4-(5-amino-6-cyano-4-(methylamino)pyridin-2-yl)-2-(trifluoromethyl)phenoxy)ethyl)piperidine-1-carboxylate), Cl (hydrochloric acid), N(=O)[O-].[Na+] (sodium nitrite), C(C)(=O)OCC (ethyl acetate). The solvent is CN1CCCC1=O (NMP), O (water). Run at temperature 7.5 celsius, time 1 hour. The product is C(#N)C1=NC(=CC2=C1N=NN2C)C2=CC(=C(OCCC1CCN(CC1)C(=O)OC(C)(C)C)C=C2)C(F)(F)F (tert-butyl 4-(2-(4-(4-cyano-1-methyl-1H-[1,2,3]triazolo[4,5-c]pyridin-6-yl)-2-(trifluoromethyl)phenoxy)ethyl)-piperidine-1-carboxylate). Isolated yield 84.3%. RXN SMILES: [NH2:1][C:2]1[C:3]([NH:36][CH3:37])=[CH:4][C:5]([C:10]2[CH:31]=[CH:30][C:13]([O:14][CH2:15][CH2:16][CH:17]3[CH2:22][CH2:21][N:20]([C:23]([O:25][C:26]([CH3:29])([CH3:28])[CH3:27])=[O:24])[CH2:19][CH2:18]3)=[C:12]([C:32]([F:35])([F:34])[F:33])[CH:11]=2)=[N:6][C:7]=1[C:8]#[N:9].Cl.[N:39]([O-])=O.[Na+].C(OCC)(=O)C>CN1C(=O)CCC1.O>[C:8]([C:7]1[C:2]2[N:1]=[N:39][N:36]([CH3:37])[C:3]=2[CH:4]=[C:5]([C:10]2[CH:31]=[CH:30][C:13]([O:14][CH2:15][CH2:16][CH:17]3[CH2:22][CH2:21][N:20]([C:23]([O:25][C:26]([CH3:29])([CH3:28])[CH3:27])=[O:24])[CH2:19][CH2:18]3)=[C:12]([C:32]([F:35])([F:33])[F:34])[CH:11]=2)[N:6]=1)#[N:9] |f:2.3|. Procedure details: To tert-butyl 4-(2-(4-(5-amino-6-cyano-4-(methylamino)pyridin-2-yl)-2-(trifluoromethyl)phenoxy)ethyl)piperidine-1-carboxylate (1.8 g) in NMP (20 ml) was added 1M hydrochloric acid (15 ml) and cooled to 5-10° C. with an ice bath. To above solution was then added dropwise a solution of sodium nitrite (0.335 g) in water (3 ml) during 2 minutes. The mixture was stirred further at room temperature for another 1 hour. After adding ethyl acetate (200 ml), the mixture washed with water (4×100 ml), brine... Starting materials: C1COCCO1, [O-][Cl+][O-], C[Si](C)(C)CCOCn1cc(C=O)c2nc(-c3cn(-c4cc(F)ccc4F)cn3)cnc21, [K+], NS(=O)(=O)O, [Na+], O, O=P([O-])(O)O. The product is C[Si](C)(C)CCOCn1cc(C(=O)O)c2nc(-c3cn(-c4cc(F)ccc4F)cn3)cnc21. Reaction SMILES: [CH2:48]1[O:49][CH2:50][CH2:51][O:52][CH2:53]1.[Cl+:38]([O-:39])[O-:40].[F:1][c:2]1[c:3](-[n:9]2[cH:10][n:11][c:12](-[c:14]3[n:15][c:16]4[c:17]([n:18][cH:19]3)[n:20]([CH2:25][O:26][CH2:27][CH2:28][Si:29]([CH3:30])([CH3:31])[CH3:32])[cH:21][c:22]4[CH:23]=[O:24])[cH:13]2)[cH:4][c:5]([F:8])[cH:6][cH:7]1.[K+:47].[NH2:33][S:34]([OH:35])(=[O:36])=[O:37].[Na+:41].[OH2:54].[P:42]([O-:43])([OH:44])([OH:45])=[O:46]>>[F:1][c:2]1[c:3](-[n:9]2[cH:10][n:11][c:12](-[c:14]3[n:15][c:16]4[c:17]([n:18][cH:19]3)[n:20]([CH2:25][O:26][CH2:27][CH2:28][Si:29]([CH3:30])([CH3:31])[CH3:32])[cH:21][c:22]4[C:23](=[O:24])[OH:35])[cH:13]2)[cH:4][c:5]([F:8])[cH:6][cH:7]1.